From a dataset of the Open Reaction Database (ORD), a public repository of structured organic reaction records. describe an organic reaction: reactants, conditions, products, and yield The reactants are N[C@@H](C(C)C)C(=O)O.N[C@@H](C(C)C)C(=O)O (L-valine L-valine), C[Si](C)(C)Cl (trimethylsilyl chloride). Solvent: CO (methyl alcohol). Product: COC([C@@H](NC([C@@H](N)C(C)C)=O)C(C)C)=O (N-L-Valyl-L-valine methyl ester). RXN SMILES: [NH2:1][C@H:2]([C:6]([OH:8])=[O:7])[CH:3]([CH3:5])[CH3:4].[NH2:9][C@H:10]([C:14]([OH:16])=O)[CH:11]([CH3:13])[CH3:12].[CH3:17][Si](Cl)(C)C>CO>[CH3:17][O:7][C:6](=[O:8])[C@H:2]([CH:3]([CH3:5])[CH3:4])[NH:1][C:14](=[O:16])[C@H:10]([CH:11]([CH3:13])[CH3:12])[NH2:9] |f:0.1|. Procedure details: The title compound is prepared by the procedure of Example 7 using 0.50 g of L-valine-L-valine, 10 ml of methyl alcohol and 0.689 ml of trimethylsilyl chloride to give 0,657 g of the desired product. Reactants: C1COC(=O)N1P(=O)(N2CCOC2=O)Cl (BOPCl), COC=1C=C(C=CC1N1C=NC(=C1)C)/C=C/C(=O)O ((E)-3-[3-methoxy-4-(4-methyl-1H-imidazol-1-yl)phenyl]acrylic acid), NN1C(C(CCC1)C1=C(C=CC=C1)Br)=O (1-amino-3-(2-bromophenyl)piperidin-2-one), TEA, O (Water). Run in CN(C)C=O (DMF), C(C)(=O)OCC (ethyl acetate). Reaction conditions: time 3 hour. Yields the product BrC1=C(C=CC=C1)C1C(N(CCC1)NC(\C=C\C1=CC(=C(C=C1)N1C=NC(=C1)C)OC)=O)=O ((E)-N-[3-(2-bromophenyl)-2-oxopiperidin-1-yl]-3-[3-methoxy-4-(4-methyl-1H-imidazol-1-yl)phenyl]acrylamide). Isolated yield 57.3%. As a reaction SMILES: C1N(P(Cl)(N2C(=O)OCC2)=O)C(=O)OC1.[CH3:16][O:17][C:18]1[CH:19]=[C:20](/[CH:30]=[CH:31]/[C:32]([OH:34])=O)[CH:21]=[CH:22][C:23]=1[N:24]1[CH:28]=[C:27]([CH3:29])[N:26]=[CH:25]1.[NH2:35][N:36]1[CH2:41][CH2:40][CH2:39][CH:38]([C:42]2[CH:47]=[CH:46][CH:45]=[CH:44][C:43]=2[Br:48])[C:37]1=[O:49].O>CN(C=O)C.C(OCC)(=O)C>[Br:48][C:43]1[CH:44]=[CH:45][CH:46]=[CH:47][C:42]=1[CH:38]1[CH2:39][CH2:40][CH2:41][N:36]([NH:35][C:32](=[O:34])/[CH:31]=[CH:30]/[C:20]2[CH:21]=[CH:22][C:23]([N:24]3[CH:28]=[C:27]([CH3:29])[N:26]=[CH:25]3)=[C:18]([O:17][CH3:16])[CH:19]=2)[C:37]1=[O:49]. Procedure details: BOPCl (1.48 g) was added to a suspension of (E)-3-[3-methoxy-4-(4-methyl-1H-imidazol-1-yl)phenyl]acrylic acid (1.0 g), 1-amino-3-(2-bromophenyl)piperidin-2-one (1.26 g) and TEA (1.1 mL) in DMF (20 mL), and the reaction solution was stirred at room temperature for three hours. Water and ethyl acetate were added to the reaction mixture, and the organic layer was separated. The resulting organic layer was washed with saturated aqueous sodium chloride, dried over anhydrous magnesium sulfate and then... Yields the product COc1cc([N+](=O)[O-])ccc1OCC(C)O. RXN SMILES: [BH4-:17].[C:22]([OH:23])(=[O:24])[CH3:25].[CH3:19][OH:20].[CH3:1][O:2][c:3]1[c:4]([O:5][CH2:6][C:7]([CH3:8])=[O:9])[cH:10][cH:11][c:12]([N+:14](=[O:15])[O-:16])[cH:13]1.[Na+:18].[OH2:21]>>[CH3:1][O:2][c:3]1[c:4]([O:5][CH2:6][CH:7]([CH3:8])[OH:9])[cH:10][cH:11][c:12]([N+:14](=[O:15])[O-:16])[cH:13]1. The reactants are [BH4-], CC(=O)O, CO, COc1cc([N+](=O)[O-])ccc1OCC(C)=O, [Na+], O. Reactants: CCC#CCOc1cc(OC(C)C(C)(C)O)ncn1, CCN(CC)S(F)(F)F, ClC(Cl)Cl, O. Product: CCC#CCOc1cc(OC(C)C(C)(C)F)ncn1. RXN SMILES: [CH2:1]([C:2]#[C:3][CH2:4][CH3:5])[O:6][c:7]1[n:8][cH:9][n:10][c:11]([O:13][CH:14]([C:15]([CH3:16])([CH3:17])[OH:18])[CH3:19])[cH:12]1.[CH2:20]([N:21]([S:22]([F:23])([F:24])[F:26])[CH2:25][CH3:27])[CH3:28].[CH:30]([Cl:31])([Cl:32])[Cl:33].[OH2:29]>>[CH2:1]([C:2]#[C:3][CH2:4][CH3:5])[O:6][c:7]1[n:8][cH:9][n:10][c:11]([O:13][CH:14]([C:15]([CH3:16])([CH3:17])[F:26])[CH3:19])[cH:12]1. The product is CN1C=2N(C=3C(C1=O)=CN(C3NC3=CC=CC=C3)CC3=CC=C(C=C3)C3=NC(=CC=C3)F)[C@@H]3[C@H](N2)CCC3 ((6aR,9aS)-5,6a,7,8,9,9a-hexahydro-5-methyl-1-(phenylamino)-2-(4-(6-fluoropyridin-2-yl)benzyl)-cyclopent[4,5]imidazo[1,2-a]pyrrolo[4,3-e]pyrimidin-4(2H)-one). The reactants are ClC(C(=O)O)(Cl)Cl (trichloroacetic acid), ClC=1N(C=C2C(N(C=3N(C21)[C@@H]2[C@H](N3)CCC2)C)=O)CC2=CC=C(C=C2)C2=NC(=CC=C2)F ((6aR,9aS)-5,6a,7,8,9,9a-hexahydro-1-chloro-5-methyl-2-(4-(6-fluoropyridin-2-yl)benzyl)-cyclopent[4,5]imidazo[1,2-a]pyrrolo[4,3-e]pyrimidin-4(2H)-one), NC1=CC=CC=C1 (aniline). Reaction conditions: temperature 100 celsius. Yield: 14.5%. As a reaction SMILES: Cl[C:2]1[N:3]([CH2:19][C:20]2[CH:25]=[CH:24][C:23]([C:26]3[CH:31]=[CH:30][CH:29]=[C:28]([F:32])[N:27]=3)=[CH:22][CH:21]=2)[CH:4]=[C:5]2[C:10]=1[N:9]1[C@H:11]3[CH2:16][CH2:15][CH2:14][C@H:12]3[N:13]=[C:8]1[N:7]([CH3:17])[C:6]2=[O:18].ClC(Cl)(Cl)C(O)=O.[NH2:40][C:41]1[CH:46]=[CH:45][CH:44]=[CH:43][CH:42]=1>C(Cl)Cl>[CH3:17][N:7]1[C:6](=[O:18])[C:5]2=[CH:4][N:3]([CH2:19][C:20]3[CH:25]=[CH:24][C:23]([C:26]4[CH:31]=[CH:30][CH:29]=[C:28]([F:32])[N:27]=4)=[CH:22][CH:21]=3)[C:2]([NH:40][C:41]3[CH:46]=[CH:45][CH:44]=[CH:43][CH:42]=3)=[C:10]2[N:9]2[C@H:11]3[CH2:16][CH2:15][CH2:14][C@H:12]3[N:13]=[C:8]12. Reported procedure: Crude (6aR,9aS)-5,6a,7,8,9,9a-hexahydro-1-chloro-5-methyl-2-(4-(6-fluoropyridin-2-yl)benzyl)-cyclopent[4,5]imidazo[1,2-a]pyrrolo[4,3-e]pyrimidin-4(2H)-one (approx. 0.03 mmol) is dissolved in anhydrous CH2Cl2, and then trichloroacetic acid (5.2 mg, 0.03 mmol) is added, followed by aniline (5.8 uL, 0.06 mmol). The reaction mixture is heated in a Biotage microwave instrument at 100° C. for 2 hours. The mixture is purified by a semi-preparative HPLC to give 2.2 mg of product as solids. MS (ESI) m/z ... Solvent: C(Cl)Cl (CH2Cl2). Reactants: ClCCNC(=O)NC1=CC=C(C=C1)C1=NNC(CC1)=O (N-(2-chloroethyl)-N'-[4-(1,4,5,6-tetrahydro-6-oxo-3-pyridazinyl)phenyl]-urea), C[O-].[Na+] (NaOMe). Solvent: CN(C)C=O (DMF). Run at temperature 100 celsius. Yields the product O1C(=NCC1)NC1=CC=C(C=C1)C=1CCC(NN1)=O (6-[4-[(4,5-Dihydro-2-oxazolyl)amino]phenyl]-4,5-dihydro-3(2H)-pyridazinone). The yield is 76.1%. As a reaction SMILES: Cl[CH2:2][CH2:3][NH:4][C:5]([NH:7][C:8]1[CH:13]=[CH:12][C:11]([C:14]2[CH2:19][CH2:18][C:17](=[O:20])[NH:16][N:15]=2)=[CH:10][CH:9]=1)=[O:6].C[O-].[Na+]>CN(C=O)C>[O:6]1[CH2:2][CH2:3][N:4]=[C:5]1[NH:7][C:8]1[CH:13]=[CH:12][C:11]([C:14]2[CH2:19][CH2:18][C:17](=[O:20])[NH:16][N:15]=2)=[CH:10][CH:9]=1 |f:1.2|. Procedure: A mixture of 1.8 g of N-(2-chloroethyl)-N'-[4-(1,4,5,6-tetrahydro-6-oxo-3-pyridazinyl)phenyl]-urea and 0.7 g of NaOMe in 20 ml of DMF is heated at 100° C. for five hours. The DMF is distilled under reduced pressure, the residue is treated with water, and the pH of the solution is adjusted to 6. The solid is filtered, washed with water, and crystallized from DMF to yield 1.2 g of the product, 6-[4-[(4,5-dihydro-2-oxazolyl)amino]phenyl]-4,5-dihydro-3(2H)-pyridazinone, mp 332°-333° C. Reactants: C(C)(=O)OCCCCCC (n-hexyl acetate), CS(=O)C (DMSO), C(C)(=O)OCCCCCC (n-hexyl acetate). The solvent is O (water). Product: C(C)(=O)OCCCCCC (n-hexyl acetate), C(CCCCC)O (n-hexyl alcohol). As a reaction SMILES: CS(C)=O.[C:5]([O:8][CH2:9][CH2:10][CH2:11][CH2:12][CH2:13][CH3:14])(=[O:7])[CH3:6]>O>[C:5]([O:8][CH2:9][CH2:10][CH2:11][CH2:12][CH2:13][CH3:14])(=[O:7])[CH3:6].[CH2:9]([OH:8])[CH2:10][CH2:11][CH2:12][CH2:13][CH3:14]. Procedure: The data in Table 2 was obtained in the following manner. The charge was brought to boiling and after a half hour of operation in the 4.5 theoretical plate column to establish equilibrium throughout, DMSO at 95° C. and 10-16 ml/min. was pumped in. The rectification was continued for 11/4 hours with sampling of the overhead and bottoms after 75 minutes. The analysis is shown in Table 2 and was 72% n-hexyl acetate in the overhead and 15.5% n-hexyl acetate in the bottoms, both on a water-free basis... The reactants are N#Cc1ccc(NN)cc1, CC(=O)COc1ccc(S(C)(=O)=O)cc1. Yields the product CC(COc1ccc(S(C)(=O)=O)cc1)=NNc1ccc(C#N)cc1. Reaction SMILES: [C:16](#[N:17])[c:18]1[cH:19][cH:20][c:21]([NH:24][NH2:25])[cH:22][cH:23]1.[CH3:1][S:2](=[O:3])(=[O:4])[c:5]1[cH:6][cH:7][c:8]([O:9][CH2:10][C:11]([CH3:12])=[O:13])[cH:14][cH:15]1>>[CH3:1][S:2](=[O:3])(=[O:4])[c:5]1[cH:6][cH:7][c:8]([O:9][CH2:10][C:11]([CH3:12])=[N:25][NH:24][c:21]2[cH:20][cH:19][c:18]([C:16]#[N:17])[cH:23][cH:22]2)[cH:14][cH:15]1.